Dataset: the Open Reaction Database (ORD), a public repository of structured organic reaction records. Task: describe an organic reaction: reactants, conditions, products, and yield The reactants are [H-].[Na+] (NaH), C(C)OC(C1=CC=C(C=C1)CP(=O)(OCC)OCC)=O (4-(diethoxyphosphorylmethyl)-benzoic acid ethyl ester), C(C)OCC1(C2=C(SCCC1)C=C(C=C2)C=O)C (5-ethoxymethyl-5-methyl-2,3,4,5-tetrahydrobenzo[b]thiepine-8-carbaldehyde). Solvent: CN(C)C=O (DMF), CN(C)C=O (DMF). Run at temperature 0 celsius, time 1.5 hour. The product is C(C)OCC1(C2=C(SCCC1)C=C(C=C2)/C=C/C2=CC=C(C(=O)O)C=C2)C ((E)-4-[2-(5-ethoxymethyl-5-methyl-2,3,4,5-tetrahydrobenzo[b]thiepin-8-yl)-vinyl]-benzoic acid). RXN SMILES: [H-].[Na+].C([O:5][C:6](=[O:22])[C:7]1[CH:12]=[CH:11][C:10]([CH2:13]P(OCC)(OCC)=O)=[CH:9][CH:8]=1)C.[CH2:23]([O:25][CH2:26][C:27]1([CH3:40])[CH2:33][CH2:32][CH2:31][S:30][C:29]2[CH:34]=[C:35]([CH:38]=O)[CH:36]=[CH:37][C:28]1=2)[CH3:24]>CN(C=O)C>[CH2:23]([O:25][CH2:26][C:27]1([CH3:40])[CH2:33][CH2:32][CH2:31][S:30][C:29]2[CH:34]=[C:35](/[CH:38]=[CH:13]/[C:10]3[CH:9]=[CH:8][C:7]([C:6]([OH:5])=[O:22])=[CH:12][CH:11]=3)[CH:36]=[CH:37][C:28]1=2)[CH3:24] |f:0.1|. Reported procedure: 85 mg of NaH (ca. 1.4 eq., 50% in mineral oil) was added to a solution of 534 mg (1.4 eq.) of 4-(diethoxyphosphorylmethyl)-benzoic acid ethyl ester in 1.9 ml of abs. DMF at 0° C. The mixture was stirred at 0° C. for 0.5 h and at room temperature for 1.5 h. After cooling to 0° C., 336 mg (1.27 mmol) of 5-ethoxymethyl-5-methyl-2,3,4,5-tetrahydrobenzo[b]thiepine-8-carbaldehyde, dissolved in 1 ml of DMF, was added and allowed to react for 2 h at room temperature. The mixture was then poured onto cru... Reactants: solution, C(C)(C)(C)OC(=O)N1C[C@H]2CC3=CC=C(N=C3N2[C@@H](C1)C)C=O ((4R,9aR)-6-Formyl-4-methyl-3,4,9,9a-tetrahydro-1H-2,4a,5-triaza-fluorene-2-carboxylic acid tert-butyl ester), C[Mg]Br (methyl magnesium bromide). The solvent is CCOCC (ether), O1CCCC1 (tetrahydrofuran). Reaction conditions: temperature 0 celsius, time 30 minute. Yields the product C(C)(C)(C)OC(=O)N1C[C@H]2CC3=CC=C(N=C3N2[C@@H](C1)C)C(C)O ((4R,9aR)-6-(1-(RS)-Hydroxy-ethyl)-4-methyl-3,4,9,9a-tetrahydro-1H-2,4a,5-triaza-fluorene-2-carboxylic acid tert-butyl ester). As a reaction SMILES: [C:1]([O:5][C:6]([N:8]1[CH2:20][C@@H:19]([CH3:21])[N:18]2[C@H:10]([CH2:11][C:12]3[C:17]2=[N:16][C:15]([CH:22]=[O:23])=[CH:14][CH:13]=3)[CH2:9]1)=[O:7])([CH3:4])([CH3:3])[CH3:2].[CH3:24][Mg]Br>O1CCCC1.CCOCC>[C:1]([O:5][C:6]([N:8]1[CH2:20][C@@H:19]([CH3:21])[N:18]2[C@H:10]([CH2:11][C:12]3[C:17]2=[N:16][C:15]([CH:22]([OH:23])[CH3:24])=[CH:14][CH:13]=3)[CH2:9]1)=[O:7])([CH3:2])([CH3:4])[CH3:3]. Procedure: To a solution of 10.00 g (4R,9aR)-6-Formyl-4-methyl-3,4,9,9a-tetrahydro-1H-2,4a,5-triaza-fluorene-2-carboxylic acid tert-butyl ester in 100 ml tetrahydrofuran was added drop wise at 0° C. 20 ml of a ca 3M solution of methyl magnesium bromide solution in ether. The mixture was stirred at 0° C. for 30 min. The reaction mixture was quenched with 10% aqueous ammonium chloride and extracted with ethyl acetate. The organic phase was washed with 105 aqueous citric acid, 10% aqueous sodium bicarbonate a... Reactants: C(C1=CC=CC=C1)N1C2CN(C(C1)C2)C2=CC=C(C=C2)Cl (5-Benzyl-2-(4-chlorophenyl)-2,5-diazabicyclo[2.2.1]heptane), OS(=O)[O-].[Na+] (NaHSO3). Run in Cl (HCl), O (water). Run at temperature 60 celsius, time 2 hour. The product is C(C1=CC=CC=C1)N1C2CN(C(C1)C2)C2=CC=C(C=C2)O (5-Benzyl-2-(4-hydroxyphenyl)-2,5-diazabicyclo[2.2.1]heptane). RXN SMILES: [CH2:1]([N:8]1[CH2:13][CH:12]2[CH2:14][CH:9]1[CH2:10][N:11]2[C:15]1[CH:20]=[CH:19][C:18](Cl)=[CH:17][CH:16]=1)[C:2]1[CH:7]=[CH:6][CH:5]=[CH:4][CH:3]=1.[OH:22]S([O-])=O.[Na+]>Cl.O>[CH2:1]([N:8]1[CH2:13][CH:12]2[CH2:14][CH:9]1[CH2:10][N:11]2[C:15]1[CH:20]=[CH:19][C:18]([OH:22])=[CH:17][CH:16]=1)[C:2]1[CH:7]=[CH:6][CH:5]=[CH:4][CH:3]=1 |f:1.2|. Reported procedure: To a solution of 1.17 g (122) in 17 mL concentrated HCl 0.35 g NaNO2 in 5 mL water were added slowly dropwise, so that the temperature remained below 5° C. The solution was agitated for 2 hours at 60° C., neutralized with NaHSO3 and extracted with ether (4×50 mL). The combined organic phases were dried with Na2SO4, evaporated and distilled in a bulb tube (Kp: 0.05 mbar; 140° C.): 0.1 g (123) (123) as colorless oil. DC: CHCl3/methanol (9:1).